From a dataset of the Open Reaction Database (ORD), a public repository of structured organic reaction records. describe an organic reaction: reactants, conditions, products, and yield Starting materials: Cc1cc2c(cc1O)OCCC2=O, CN(C)C=O, CC(C)[Si](Cl)(C(C)C)C(C)C, O, c1c[nH]cn1. Product: Cc1cc2c(cc1O[Si](C(C)C)(C(C)C)C(C)C)OCCC2=O. RXN SMILES: [CH3:1][c:2]1[cH:3][c:4]2[c:9]([cH:10][c:11]1[OH:12])[O:8][CH2:7][CH2:6][C:5]2=[O:13].[CH3:31][N:32]([CH3:33])[CH:34]=[O:35].[CH:19]([CH3:20])([CH3:21])[Si:22]([CH:23]([CH3:24])[CH3:25])([CH:26]([CH3:27])[CH3:28])[Cl:29].[OH2:30].[nH:14]1[cH:15][cH:16][n:17][cH:18]1>>[CH3:1][c:2]1[cH:3][c:4]2[c:9]([cH:10][c:11]1[O:12][Si:22]([CH:19]([CH3:20])[CH3:21])([CH:23]([CH3:24])[CH3:25])[CH:26]([CH3:27])[CH3:28])[O:8][CH2:7][CH2:6][C:5]2=[O:13]. Reactants: ClC1=C(C(=CC(=C1)C(F)(F)F)Cl)C=1NC=CN1 (2-(2,6-dichloro-4-trifluoromethylphenyl)imidazole), [N+](=O)(O)[O-] (nitric acid), S(O)(O)(=O)=O (sulphuric acid). The solvent is O (water). Reaction conditions: temperature 70 celsius. Yields the product ClC1=C(C(=CC(=C1)C(F)(F)F)Cl)C=1NC=C(N1)[N+](=O)[O-] (2-(2,6-dichloro-4-trifluoromethylphenyl)-4-nitroimidazole). RXN SMILES: [Cl:1][C:2]1[CH:7]=[C:6]([C:8]([F:11])([F:10])[F:9])[CH:5]=[C:4]([Cl:12])[C:3]=1[C:13]1[NH:14][CH:15]=[CH:16][N:17]=1.[N+:18]([O-])([OH:20])=[O:19].S(=O)(=O)(O)O>O>[Cl:1][C:2]1[CH:7]=[C:6]([C:8]([F:9])([F:10])[F:11])[CH:5]=[C:4]([Cl:12])[C:3]=1[C:13]1[NH:17][CH:16]=[C:15]([N+:18]([O-:20])=[O:19])[N:14]=1. Procedure details: A mixture of 2-(2,6-dichloro-4-trifluoromethylphenyl)imidazole (5.62 g, 0.02 mol), nitric acid (70% w /w, 5.6 ml) and sulphuric acid (98% w /w, 5.6 ml) was stirred and heated at 70° C. for a total of 51 hours. After cooling the reaction mixture was poured into a mixture of ice and water (approximately 75 ml) and the precipitated solid was filtered off. It was purified by mplc on silica eluted with a mixture of ethyl acetate and dichloromethane (1:20) to give 2-(2,6-dichloro-4-trifluoromethylphen... Reactants: Cl (HCl), C1(CC1)C1=NC(=NC(=C1)C(OCC)OCC)SCCCCCC (4-Cyclopropyl-6-diethoxymethyl-2-hexylsulfanyl-pyrimidine), C(=O)([O-])[O-].[Na+].[Na+] (Na2CO3). Solvent: C1CCOC1 (THF). Product: C1(CC1)C1=CC(=NC(=N1)SCCCCCC)C=O (6-Cyclopropyl-2-hexylsulfanyl-pyrimidine-4-carbaldehyde). Yield: 94.6%. Reaction SMILES: [CH:1]1([C:4]2[CH:9]=[C:8]([CH:10](OCC)[O:11]CC)[N:7]=[C:6]([S:17][CH2:18][CH2:19][CH2:20][CH2:21][CH2:22][CH3:23])[N:5]=2)[CH2:3][CH2:2]1.Cl.C([O-])([O-])=O.[Na+].[Na+]>C1COCC1>[CH:1]1([C:4]2[N:5]=[C:6]([S:17][CH2:18][CH2:19][CH2:20][CH2:21][CH2:22][CH3:23])[N:7]=[C:8]([CH:10]=[O:11])[CH:9]=2)[CH2:3][CH2:2]1 |f:2.3.4|. Procedure details: 4-Cyclopropyl-6-diethoxymethyl-2-hexylsulfanyl-pyrimidine (2.7 g, 8 mmol) was dissolved in THF (13 mL) and 4 N HCl (13 mL) and stirred at 20° C. for 19 h. The reaction mixture was poured in cold 10% Na2CO3 (100 mL) and extracted twice with AcOEt and once with sat. NaCl solution. The crude product was purified by chromatography on silica gel in heptane/DCM with a gradient of 100:0 to 67:33. One obtained 2 g (94%) of a yellow oil, which solidified upon standing in the fridge. MS: m/z=264 (M). The reactants are C(C)(C)(C)OC(C(CC(C)C)NC(C1=C(C(=CC=C1)C)SSC1=C(C=CC=C1C)C(NC(CC(C)C)C(=O)OC(C)(C)C)=O)=O)=O (2-[2-[2-(1-tert-Butoxycarbonyl-3-methylbutylcarbamoyl)-6-methyl-phenyldisulfanyl]-3-methylbenzoylamino]-4-methyl-pentanoic acid tert-butyl ester), FC(C(=O)O)(F)F (trifluoroacetic acid). The solvent is ClCCl (dichloromethane). Yields the product C(=O)(O)C(CC(C)C)NC(=O)C1=C(C(=CC=C1)C)SSC1=C(C(=O)NC(C(=O)O)CC(C)C)C=CC=C1C (2-{2-[2-(1-Carboxy-3-methyl-butylcarbamoyl)-6-methyl-phenyldisulfanyl]-3-methyl-benzoylamino}-4-methyl-pentanoic acid). The yield is 54.9%. As a reaction SMILES: C([O:5][C:6](=[O:46])[CH:7]([NH:12][C:13](=[O:45])[C:14]1[CH:19]=[CH:18][CH:17]=[C:16]([CH3:20])[C:15]=1[S:21][S:22][C:23]1[C:28]([CH3:29])=[CH:27][CH:26]=[CH:25][C:24]=1[C:30](=[O:44])[NH:31][CH:32]([C:37]([O:39]C(C)(C)C)=[O:38])[CH2:33][CH:34]([CH3:36])[CH3:35])[CH2:8][CH:9]([CH3:11])[CH3:10])(C)(C)C.FC(F)(F)C(O)=O>ClCCl>[C:37]([CH:32]([NH:31][C:30]([C:24]1[CH:25]=[CH:26][CH:27]=[C:28]([CH3:29])[C:23]=1[S:22][S:21][C:15]1[C:16]([CH3:20])=[CH:17][CH:18]=[CH:19][C:14]=1[C:13]([NH:12][CH:7]([CH2:8][CH:9]([CH3:10])[CH3:11])[C:6]([OH:46])=[O:5])=[O:45])=[O:44])[CH2:33][CH:34]([CH3:35])[CH3:36])([OH:39])=[O:38]. Reported procedure: This compound was prepared according to the procedure described in Example 50 using [S-(R*,R*)]-2-[2-[2-(1-tert-butoxycarbonyl-3-methyl-butylcarbamoyl)-6-methyl-phenyldisulfanyl]-3-methylbenzoylamino]-4-methyl-pentanoic acid tert-butyl ester (0.9 g, 1.3 mmol) from Example 32, 10 mL dichloromethane, and 10 mL trifluoroacetic acid. The crude product was recrystallized from dimethylformamide/water to afford 0.4 g of the title compound, mp 210°-211° C. Reactants: CO (MeOH), ClC(COC(NC=1N(N=C(C1)C(C)(C)C)CCO)=O)(Cl)Cl ([5-tert-Butyl-2-(2-hydroxy-ethyl)-2H-pyrazol-3-yl]-carbamic acid 2,2,2-trichloro-ethyl ester), C1(CCCCC1)C1=NN=C2N1C=C(C=C2)O[C@@H]2CC[C@@H](C1=CC=CC=C21)N ((1S,4R)-4-(3-Cyclohexyl-[1,2,4]triazolo[4,3-a]pyridin-6-yloxy)-1,2,3,4-tetrahydro-naphthalen-1-ylamine), CCN(C(C)C)C(C)C (DIPEA). Solvent: C(Cl)Cl (DCM), O1CCOCC1 (dioxane). Yields the product C(C)(C)(C)C=1C=C(N(N1)CCO)NC(=O)N[C@H]1CC[C@H](C2=CC=CC=C12)OC=1C=CC=2N(C1)C(=NN2)C2CCCCC2 (1-[5-tert-Butyl-2-(2-hydroxy-ethyl)-2H-pyrazol-3-yl]-3-[(1S,4R)-4-(3-cyclohexyl-[1,2,4]triazolo[4,3-a]pyridin-6-yloxy)-1,2,3,4-tetrahydro-naphthalen-1-yl]-urea). Isolated yield 50.4%. As a reaction SMILES: ClC(Cl)(Cl)CO[C:5](=[O:19])[NH:6][C:7]1[N:8]([CH2:16][CH2:17][OH:18])[N:9]=[C:10]([C:12]([CH3:15])([CH3:14])[CH3:13])[CH:11]=1.[CH:22]1([C:28]2[N:32]3[CH:33]=[C:34]([O:37][C@H:38]4[C:47]5[C:42](=[CH:43][CH:44]=[CH:45][CH:46]=5)[C@@H:41]([NH2:48])[CH2:40][CH2:39]4)[CH:35]=[CH:36][C:31]3=[N:30][N:29]=2)[CH2:27][CH2:26][CH2:25][CH2:24][CH2:23]1.CCN(C(C)C)C(C)C.CO>O1CCOCC1.C(Cl)Cl>[C:12]([C:10]1[CH:11]=[C:7]([NH:6][C:5]([NH:48][C@@H:41]2[C:42]3[C:47](=[CH:46][CH:45]=[CH:44][CH:43]=3)[C@H:38]([O:37][C:34]3[CH:35]=[CH:36][C:31]4[N:32]([C:28]([CH:22]5[CH2:27][CH2:26][CH2:25][CH2:24][CH2:23]5)=[N:29][N:30]=4)[CH:33]=3)[CH2:39][CH2:40]2)=[O:19])[N:8]([CH2:16][CH2:17][OH:18])[N:9]=1)([CH3:13])([CH3:14])[CH3:15]. Procedure: A brown solution of Intermediate 26a (94.2 mg, 0.263 mmol), Intermediate 34c (90.6 mg, 0.250 mmol), and DIPEA (0.054 mL, 0.31 mmol) in dry dioxane (3 mL) was stirred at 75° C. for 16 h. The cooled solution was concentrated in vacuo, suspended in water (3 mL) and extracted with DCM (2×3 mL). The combined organics were passed through a hydrophobic fit and concentrated in vacuo to leave a dark brown oil. Flash chromatography (silica gel, 3-9% MeOH in DCM) gave a pale yellow solid. MDAP (Method 7) g...